Dataset: the Open Reaction Database (ORD), a public repository of structured organic reaction records. Task: describe an organic reaction: reactants, conditions, products, and yield Starting materials: NC1=C(C(=NN1)NC1=CC(=CC=C1)Cl)C#N (5-amino-3-(3-chloro-phenylamino)-4-cyano-pyrazole), C(C1=CC=CC=C1)N (benzylamine), C(C)(=O)O (acetic acid), C(=O)O (formic acid), ice water. Solvent: C(C)O (ethanol). Reaction conditions: temperature 200 celsius, time 20 minute. Yields the product C(C1=CC=CC=C1)NC1=C2C(=NC=N1)NN=C2NC2=CC(=CC=C2)Cl (4-Benzylamino-3-(3-chloro-phenylamino)-1H-pyrazolo[3,4-d]pyrimidine). Reaction SMILES: [NH2:1][C:2]1[NH:6][N:5]=[C:4]([NH:7][C:8]2[CH:13]=[CH:12][CH:11]=[C:10]([Cl:14])[CH:9]=2)[C:3]=1[C:15]#[N:16].[CH2:17]([NH2:24])[C:18]1[CH:23]=[CH:22][CH:21]=[CH:20][CH:19]=1.[C:25](O)(=O)C.C(O)=O>C(O)C>[CH2:17]([NH:24][C:15]1[N:16]=[CH:25][N:1]=[C:2]2[NH:6][N:5]=[C:4]([NH:7][C:8]3[CH:13]=[CH:12][CH:11]=[C:10]([Cl:14])[CH:9]=3)[C:3]=12)[C:18]1[CH:23]=[CH:22][CH:21]=[CH:20][CH:19]=1. Procedure details: A mixture of 1 g (4.28 mmol) of 5-amino-3-(3-chloro-phenylamino)-4-cyano-pyrazole (Step 49.1), 3.67 g (34.25 mmol) of benzylamine, 0.245 ml (4.28 mmol) of glacial acetic acid and 0.73 ml (19.35 mmol) of formic acid is heated at 200° C. for 20 hours. The reaction mixture is cooled to RT, 30 ml of ice-water and 5 ml of ethanol are added and stirring is carried out for a further 20 minutes. The reaction mixture is then filtered and the filter residue is washed with water. Recrystallization from iso... Starting materials: C(C)(=O)OCOC=1C(=NC=CC1OC)C(=O)N[C@@H]1C(O[C@H]([C@@H]([C@H](C(OC1)=O)CC1=CC=CC=C1)OCC(=C)C)C)=O (({2-[({(3S,7R,8R,9S)-7-benzyl-9-methyl-8-[(2-methylprop-2-enyl)oxy]-2,6-dioxo-1,5-dioxonan-3-yl}amino)carbonyl]-4-methoxypyridine-3-yl }oxy)methyl acetate), [H][H] (hydrogen). Reagents/catalysts: [Pd] (palladium on charcoal). Run in C(C)(=O)OCC (ethyl acetate). Yields the product C(C)(=O)OCOC=1C(=NC=CC1OC)C(=O)N[C@@H]1C(O[C@H]([C@@H]([C@H](C(OC1)=O)CC1=CC=CC=C1)OCC(C)C)C)=O ({[2-({[(3S,7R,8R,9S)-7-benzyl-8-isobutoxy-9-methyl-2,6-dioxo-1,5-dioxonan-3-yl}amino)carbonyl]-4-methoxypyridine-3-yl}oxy)methyl acetate), white needles. Isolated yield 95.0%. As a reaction SMILES: [C:1]([O:4][CH2:5][O:6][C:7]1[C:8]([C:15]([NH:17][C@H:18]2[CH2:26][O:25][C:24](=[O:27])[C@H:23]([CH2:28][C:29]3[CH:34]=[CH:33][CH:32]=[CH:31][CH:30]=3)[C@@H:22]([O:35][CH2:36][C:37]([CH3:39])=[CH2:38])[C@H:21]([CH3:40])[O:20][C:19]2=[O:41])=[O:16])=[N:9][CH:10]=[CH:11][C:12]=1[O:13][CH3:14])(=[O:3])[CH3:2].[H][H]>[Pd].C(OCC)(=O)C>[C:1]([O:4][CH2:5][O:6][C:7]1[C:8]([C:15]([NH:17][C@H:18]2[CH2:26][O:25][C:24](=[O:27])[C@H:23]([CH2:28][C:29]3[CH:30]=[CH:31][CH:32]=[CH:33][CH:34]=3)[C@@H:22]([O:35][CH2:36][CH:37]([CH3:38])[CH3:39])[C@H:21]([CH3:40])[O:20][C:19]2=[O:41])=[O:16])=[N:9][CH:10]=[CH:11][C:12]=1[O:13][CH3:14])(=[O:3])[CH3:2]. Procedure: Compound 12 was prepared in 95% yield using Compound 6 (6.0 g, 10.5 mmol) with 10% palladium on charcoal (1.2 g) and hydrogen (40 psi) in ethyl acetate (150 mL) for 1.5 hour. Recrystallization from a mixture of hot methylcyclohexane and toluene (4:1) gave 5.7 g of white needles: m.p.134-136° C. Spectral data were consistent with the assigned structure. Starting materials: CON(C(=O)C1CCOCC1)C (N-methoxy-N-methyltetrahydro-2H-pyran-4-carboxamide), NC1=NN2C(C=CC=C2C(=O)C2CCOCC2)=N1 ((2-Amino-[1,2,4]triazolo[1,5-a]pyridin-5-yl)(tetrahydro-2H-pyran-4-yl)methanone), BrC1=CC=CC=2N1N=C(N2)N (5-Bromo-[1,2,4]triazolo[1,5-a]pyridin-2-amine), C(CCC)[Li] (n-Butyllithium). Solvent: O1CCCC1 (tetrahydrofuran), O1CCCC1 (tetrahydrofuran). Conditions: temperature -78 celsius, time 2 hour. Product: COCC1=NC2=C(N1)C=C(C=C2)C=2C=CC=1N(C2CC2CCOCC2)N=C(N1)N (2-(methoxymethyl)-1H-benzo[d]imidazol-6-yl-5-((tetrahydro-2H-pyran-4-yl)methyl)-[1,2,4]triazolo[1,5-a]pyridin-2-amine). RXN SMILES: [NH2:1][C:2]1[N:18]=[C:5]2[CH:6]=[CH:7][CH:8]=[C:9]([C:10]([CH:12]3[CH2:17][CH2:16][O:15][CH2:14][CH2:13]3)=O)[N:4]2[N:3]=1.Br[C:20]1[N:25]2N=[C:27](N)[N:28]=[C:24]2[CH:23]=[CH:22][CH:21]=1.C([Li])C[CH2:32][CH3:33].[CH3:35][O:36]N(C)C(C1CCOCC1)=O>O1CCCC1>[CH3:35][O:36][CH2:23][C:24]1[NH:28][C:27]2[CH:32]=[C:33]([C:8]3[CH:7]=[CH:6][C:5]4[N:4]([N:3]=[C:2]([NH2:1])[N:18]=4)[C:9]=3[CH2:10][CH:12]3[CH2:17][CH2:16][O:15][CH2:14][CH2:13]3)[CH:22]=[CH:21][C:20]=2[N:25]=1. Procedure: (2-Amino-[1,2,4]triazolo[1,5-a]pyridin-5-yl)(tetrahydro-2H-pyran-4-yl)methanone. 5-Bromo-[1,2,4]triazolo[1,5-a]pyridin-2-amine (11.07 g, 52.0 mmol) was suspended in anhydrous tetrahydrofuran (200 mL) and cooled to −78° C. n-Butyllithium (71.4 mL, 114 mmol) was added over 30 min and the solution was allowed to stir for 2 h (brown suspension) at −78° C. N-methoxy-N-methyltetrahydro-2H-pyran-4-carboxamide (9 g, 52.0 mmol) dissolved in tetrahydrofuran (50 mL, dried over molecular sieves) was added d... Starting materials: C(=O)(C(F)(F)F)O (TFA), ClC1=CC=C(C=C1)C1=CC=C(C=C1)OCC(=O)OC(C)(C)C (tert-butyl (4′-chloro-biphenyl-4-yloxy)-acetate). The solvent is ClCCl (dichloromethane). Conditions: time 16 hour. The product is ClC1=CC=C(C=C1)C1=CC=C(C=C1)OCC(=O)O ((4′-chloro-biphenyl-4-yloxy)-acetic acid). As a reaction SMILES: C(O)(C(F)(F)F)=O.[Cl:8][C:9]1[CH:14]=[CH:13][C:12]([C:15]2[CH:20]=[CH:19][C:18]([O:21][CH2:22][C:23]([O:25]C(C)(C)C)=[O:24])=[CH:17][CH:16]=2)=[CH:11][CH:10]=1>ClCCl>[Cl:8][C:9]1[CH:10]=[CH:11][C:12]([C:15]2[CH:20]=[CH:19][C:18]([O:21][CH2:22][C:23]([OH:25])=[O:24])=[CH:17][CH:16]=2)=[CH:13][CH:14]=1. Procedure: 1.5 mL TFA was added to a solution of 0.750 g (2.000 mmol) tert-butyl (4′-chloro-biphenyl-4-yloxy)-acetate in 20 mL dichloromethane and the mixture was stirred for 16 h at RT. The reaction mixture was evaporated down i. vac. and diluted with 1 M aqueous NaOH and EtOAc. The precipitate was filtered off and dried at 80° C. i. vac. Starting materials: ClC1=C(C=CC(=C1)Cl)C1(OC1)CN1N=CN=C1 (2-(2,4-Dichlorophenyl)-2-(1H-1,2,4-triazol-1-ylmethyl)oxirane), [C-]#N.[Na+] (sodium cyanide). Run in CN(C=O)C (dimethylformamide), O (water), O (water). Conditions: temperature 60 celsius, time 5 hour. Yields the product C(#N)CC(CN1N=CN=C1)(O)C1=C(C=C(C=C1)Cl)Cl (1-Cyano-2-(2,4-dichlorophenyl)-3-(1H-1,2,4-triazol-1-yl)propan-2-ol). The yield is 82.8%. Reaction SMILES: [Cl:1][C:2]1[CH:7]=[C:6]([Cl:8])[CH:5]=[CH:4][C:3]=1[C:9]1([CH2:12][N:13]2[CH:17]=[N:16][CH:15]=[N:14]2)[CH2:11][O:10]1.[C-:18]#[N:19].[Na+]>CN(C)C=O.O>[C:18]([CH2:11][C:9]([C:3]1[CH:4]=[CH:5][C:6]([Cl:8])=[CH:7][C:2]=1[Cl:1])([OH:10])[CH2:12][N:13]1[CH:17]=[N:16][CH:15]=[N:14]1)#[N:19] |f:1.2|. Reported procedure: To 2-(2,4-Dichlorophenyl)-2-(1H-1,2,4-triazol-1-ylmethyl)oxirane (6.7 g) in dimethylformamide (198 ml) at 60° C. was added dropwise over 25 minutes a solution of sodium cyanide (2.84 g) in water (49 ml). Heating at 60° C. was continued for five hours. The reaction mixture was then cooled, poured into water (900 ml), and extracted with ethyl acetate (3×150 ml). The combined organic extracts were washed with saturated aqueous brine, dried (Na2SO4 ) and evaporated to dryness to give a pale yellow s...